From a dataset of the Open Reaction Database (ORD), a public repository of structured organic reaction records. describe an organic reaction: reactants, conditions, products, and yield The reactants are CCOC(=O)C(Cc1ccc(OCCOC2c3ccccc3CCc3ccccc32)cc1)OCC, CCO, [Na+], [OH-]. Yields the product CCOC(Cc1ccc(OCCOC2c3ccccc3CCc3ccccc32)cc1)C(=O)O. As a reaction SMILES: [CH2:1]([CH3:2])[O:3][C:4]([CH:5]([CH2:6][c:7]1[cH:8][cH:9][c:10]([O:13][CH2:14][CH2:15][O:16][CH:17]2[c:18]3[c:19]([cH:28][cH:29][cH:30][cH:31]3)[CH2:20][CH2:21][c:22]3[c:23]2[cH:24][cH:25][cH:26][cH:27]3)[cH:11][cH:12]1)[O:32][CH2:33][CH3:34])=[O:35].[CH3:38][CH2:39][OH:40].[Na+:37].[OH-:36]>>[O:3]=[C:4]([CH:5]([CH2:6][c:7]1[cH:8][cH:9][c:10]([O:13][CH2:14][CH2:15][O:16][CH:17]2[c:18]3[c:19]([cH:28][cH:29][cH:30][cH:31]3)[CH2:20][CH2:21][c:22]3[c:23]2[cH:24][cH:25][cH:26][cH:27]3)[cH:11][cH:12]1)[O:32][CH2:33][CH3:34])[OH:35]. The reactants are OC1C2C(C3CC(CC1C3)C2)=O (4-hydroxyadamantanone), OC12C(C3CC(CC(C1)C3)C2)=O (hydroxyadamantanone), [H-].[Na+] (NaH), C(C1=CC=CC=C1)Br (benzylbromide). The reagents and catalysts are [N+](CCCC)(CCCC)(CCCC)CCCC.[I-] (nBu4NI). Solvent: C1CCOC1 (THF), C1CCOC1 (THF). Conditions: time 30 minute. Yields the product C(C1=CC=CC=C1)OC12CC3C(C(CC(C1)C3)C2)=O (5-(benzyloxy)adamantan-2-one). Yield: 77.0%. Reaction SMILES: [H-].[Na+].O[CH:4]1[CH:11]2[CH2:12][CH:7]3[CH2:8][CH:9]([CH2:13][CH:5]1[C:6]3=[O:14])[CH2:10]2.C(Br)C1C=CC=CC=1.O[C:24]12[CH2:33][CH:28]3[CH2:29][CH:30](CC(C3)[C:25]1=[O:34])[CH2:31]2>C1COCC1.[N+](CCCC)(CCCC)(CCCC)CCCC.[I-]>[CH2:25]([O:34][C:11]12[CH2:12][CH:7]3[CH2:8][CH:9]([CH2:13][CH:5]([C:6]3=[O:14])[CH2:4]1)[CH2:10]2)[C:24]1[CH:33]=[CH:28][CH:29]=[CH:30][CH:31]=1 |f:0.1,6.7|. Reported procedure: To a suspension of NaH (60% dispersed in nujol, 1.92 g, 80 mmol) in THF (80 mL) cooled to ice bath temperature was added 4-hydroxyadamantanone (6.64 g, 40 mmol) dissolved in THF (80 mL) via a syringe over a period of 15 minutes. After stirring the reaction mixture for 30 min., nBu4NI (1.4 g, 4 mmol) was added followed by the addition of benzylbromide (5.26 mL). The reaction mixture was warmed to room temperature and stirred for 16 h until TLC revealed disappearance of hydroxyadamantanone. Excess...